The task is: describe an organic reaction: reactants, conditions, products, and yield. This data is from the Open Reaction Database (ORD), a public repository of structured organic reaction records. Starting materials: O=C1c2ccccc2C(=O)N1c1ncccc1C(Br)Br, CC(=O)O, C1CCNCC1, CCOC(C)=O, ClCCl, [K+], [K+], O=C([O-])[O-]. Product: O=C1c2ccccc2C(=O)N1c1ncccc1CN1CCCCC1. RXN SMILES: [Br:1][CH:2]([c:3]1[c:4]([N:9]2[C:10](=[O:19])[c:11]3[c:12]([cH:15][cH:16][cH:17][cH:18]3)[C:13]2=[O:14])[n:5][cH:6][cH:7][cH:8]1)[Br:20].[C:27]([OH:28])(=[O:29])[CH3:30].[CH2:21]1[CH2:22][CH2:23][NH:24][CH2:25][CH2:26]1.[CH3:40][CH2:41][O:42][C:43]([CH3:44])=[O:45].[Cl:37][CH2:38][Cl:39].[K+:31].[K+:32].[O-:33][C:34]([O-:35])=[O:36]>>[CH2:2]([c:3]1[c:4]([N:9]2[C:10](=[O:19])[c:11]3[c:12]([cH:15][cH:16][cH:17][cH:18]3)[C:13]2=[O:14])[n:5][cH:6][cH:7][cH:8]1)[N:24]1[CH2:23][CH2:22][CH2:21][CH2:26][CH2:25]1. The reactants are ice, C(C)(C)(C)OC(=O)N1[C@@H](CC[C@@H]1C(=O)OC)C(=O)O ((2S,5R)-1-(tert-butoxycarbonyl)-5-(methoxycarbonyl)pyrrolidine-2-carboxylic acid), [BH4-].[Li+] (lithium borohydride). The solvent is C(C)OCC (diethyl ether), CO (methanol). Reaction conditions: temperature 70 celsius, time 10 minute. Yields the product C(C)(C)(C)OC(=O)N1[C@@H](CC[C@@H]1CO)C(=O)O ((2S,5R)-1-(tert-butoxycarbonyl)-5-(hydroxymethyl)pyrrolidine-2-carboxylic acid). The yield is 88.8%. RXN SMILES: [C:1]([O:5][C:6]([N:8]1[C@@H:12]([C:13](OC)=[O:14])[CH2:11][CH2:10][C@H:9]1[C:17]([OH:19])=[O:18])=[O:7])([CH3:4])([CH3:3])[CH3:2].[BH4-].[Li+]>C(OCC)C.CO>[C:1]([O:5][C:6]([N:8]1[C@@H:12]([CH2:13][OH:14])[CH2:11][CH2:10][C@H:9]1[C:17]([OH:19])=[O:18])=[O:7])([CH3:4])([CH3:2])[CH3:3] |f:1.2|. Procedure: To an ice cold solution of (2S,5R)-1-(tert-butoxycarbonyl)-5-(methoxycarbonyl)pyrrolidine-2-carboxylic acid (1.17 g, 4.07 mmol) in 70 mL diethyl ether and 0.330 mL methanol was added lithium borohydride (2M in THF, 4.0 mL, 8.14 mmol). After 10 minutes, the ice bath was removed and the reaction was heated at reflux overnight. As the reaction had not proceeded, a solvent swap to THF was performed, and the resulting mixture was heated at 70° C. overnight. The reaction mixture was cooled to 0° C. an... The reactants are [I-].CSC=1SC[C@H]2[N+]1CC=1C=C(C=CC1C2)[N+](=O)[O-] ((S)-3-Methylthio-7-nitro-1,5,10,10a-tetrahydrothiazolo[3,4-b]isoquinolinium iodide), NC=1C=NC=CC1 (3-aminopyridine). Solvent: N1=CC=CC=C1 (pyridine). Run at time 6 hour. Yields the product [N+](=O)([O-])C=1C=CC=2C[C@@H]3N(CC2C1)C(SC3)=NC=3C=NC=CC3 ((S)-7-Nitro-3-(pyrid-3-ylimino)-1,5,10,10a-tetrahydrothiazolo[3,4-b]isoquinoline). Isolated yield 88.1%. As a reaction SMILES: [I-].CS[C:4]1[S:5][CH2:6][C@@H:7]2[CH2:16][C:15]3[CH:14]=[CH:13][C:12]([N+:17]([O-:19])=[O:18])=[CH:11][C:10]=3[CH2:9][N+:8]=12.[NH2:20][C:21]1[CH:22]=[N:23][CH:24]=[CH:25][CH:26]=1>N1C=CC=CC=1>[N+:17]([C:12]1[CH:13]=[CH:14][C:15]2[CH2:16][C@H:7]3[CH2:6][S:5][C:4](=[N:20][C:21]4[CH:22]=[N:23][CH:24]=[CH:25][CH:26]=4)[N:8]3[CH2:9][C:10]=2[CH:11]=1)([O-:19])=[O:18] |f:0.1|. Procedure details: (S)-3-Methylthio-7-nitro-1,5,10,10a-tetrahydrothiazolo[3,4-b]isoquinolinium iodide (23 g.) is added to a solution of 3-aminopyridine (11 g.) in pyridine (400 cc.). After 6 hours at a temperature of about 20° C., the mixture is concentrated to dryness under reduced pressure (25 mm.Hg). The residue is dissolved in a mixture consisting of methylene chloride (1,500 cc.) and water (500 cc.). The organic phase is decanted, washed with water (3 × 200 cc.), dried over magnesium sulphate, filtered and th... The reactants are O=C([O-])O, CCC(CC)(c1ccc(O)c(C)c1)c1ccc(C#CC2(O)CCCC2)c(C)c1, ClCCl, O=S(=O)(OS(=O)(=O)C(F)(F)F)C(F)(F)F, [Na+], c1ccncc1. The product is CCC(CC)(c1ccc(C#CC2(O)CCCC2)c(C)c1)c1ccc(OS(=O)(=O)C(F)(F)F)c(C)c1. RXN SMILES: [C:50](=[O:51])([OH:52])[O-:53].[CH2:22]([CH3:23])[C:24]([CH2:25][CH3:26])([c:27]1[cH:28][c:29]([CH3:41])[c:30]([C:33]#[C:34][C:35]2([OH:40])[CH2:36][CH2:37][CH2:38][CH2:39]2)[cH:31][cH:32]1)[c:42]1[cH:43][c:44]([CH3:49])[c:45]([OH:48])[cH:46][cH:47]1.[Cl:55][CH2:56][Cl:57].[F:7][C:8]([F:9])([F:10])[S:11](=[O:12])(=[O:13])[O:14][S:15]([C:16]([F:17])([F:18])[F:19])(=[O:20])=[O:21].[Na+:54].[cH:1]1[cH:2][cH:3][n:4][cH:5][cH:6]1>>[F:7][C:8]([F:9])([F:10])[S:11](=[O:12])(=[O:13])[O:14][c:45]1[c:44]([CH3:49])[cH:43][c:42]([C:24]([CH2:22][CH3:23])([CH2:25][CH3:26])[c:27]2[cH:28][c:29]([CH3:41])[c:30]([C:33]#[C:34][C:35]3([OH:40])[CH2:36][CH2:37][CH2:38][CH2:39]3)[cH:31][cH:32]2)[cH:47][cH:46]1. Reactants: CO, Cc1c(Cl)cccc1CN1C(=O)c2ccccc2C1=O, NN, O, O. Yields the product Cc1c(Cl)cccc1CN. RXN SMILES: [CH3:25][OH:26].[Cl:1][c:2]1[c:3]([CH3:20])[c:4]([CH2:5][N:6]2[C:7](=[O:8])[c:9]3[cH:10][cH:11][cH:12][cH:13][c:14]3[C:15]2=[O:16])[cH:17][cH:18][cH:19]1.[NH2:22][NH2:23].[OH2:21].[OH2:24]>>[Cl:1][c:2]1[c:3]([CH3:20])[c:4]([CH2:5][NH2:6])[cH:17][cH:18][cH:19]1. Starting materials: C1CCOC1, COC(=O)C(CC(C)C)NC(=O)C(CC(C)C)NC(=O)OCc1ccccc1, CC(=O)O, [Li+], [OH-], O, O. Product: CC(C)CC(NC(=O)C(CC(C)C)NC(=O)OCc1ccccc1)C(=O)O. As a reaction SMILES: [CH2:36]1[O:37][CH2:38][CH2:39][CH2:40]1.[CH3:1][O:2][C:3]([CH:4]([NH:5][C:6]([CH:7]([NH:8][C:9](=[O:10])[O:11][CH2:12][c:13]1[cH:14][cH:15][cH:16][cH:17][cH:18]1)[CH2:19][CH:20]([CH3:21])[CH3:22])=[O:23])[CH2:24][CH:25]([CH3:26])[CH3:27])=[O:28].[CH3:32][C:33](=[O:34])[OH:35].[Li+:31].[OH-:30].[OH2:29].[OH2:41]>>[O:2]=[C:3]([CH:4]([NH:5][C:6]([CH:7]([NH:8][C:9](=[O:10])[O:11][CH2:12][c:13]1[cH:14][cH:15][cH:16][cH:17][cH:18]1)[CH2:19][CH:20]([CH3:21])[CH3:22])=[O:23])[CH2:24][CH:25]([CH3:26])[CH3:27])[OH:28]. Starting materials: C([O-])([O-])=O.[K+].[K+] (potassium carbonate), CNC1=C(C(=O)OC)C=CC=C1 (methyl o-methylaminobenzoate), ClCC(=O)Cl (chloroacetyl chloride). Run in O (water), CC(=O)C (acetone). Reaction conditions: time 1 hour. Yields the product CN(C1=C(C=CC=C1)C(=O)OC)C(CCl)=O (N-methyl-o-methoxycarbonyl-α-chloroacetanilide). RXN SMILES: [CH3:1][NH:2][C:3]1[CH:12]=[CH:11][CH:10]=[CH:9][C:4]=1[C:5]([O:7][CH3:8])=[O:6].C(=O)([O-])[O-].[K+].[K+].[Cl:19][CH2:20][C:21](Cl)=[O:22]>CC(C)=O.O>[CH3:1][N:2]([C:21](=[O:22])[CH2:20][Cl:19])[C:3]1[CH:12]=[CH:11][CH:10]=[CH:9][C:4]=1[C:5]([O:7][CH3:8])=[O:6] |f:1.2.3|. Procedure: 25 Grams of methyl o-methylaminobenzoate was dissolved in 125 ml of acetone, to this solution was added a solution prepared by dissolving 20.92 g of potassium carbonate in 60 ml of water. Under an ice-cooled condition, 17.95 g of chloroacetyl chloride was added dropwise thereto, then the reaction mixture was stired at a room temperature for 1 hour. Acetone was removed by distillation, the residue obtained was extracted with chloroform, then the chloroform layer was washed with water, dried and t... Reactants: COC(=O)C(c1ccc(Cl)cc1)C1CC1, [Na+], [OH-], O. The product is O=C(O)C(c1ccc(Cl)cc1)C1CC1. RXN SMILES: [Cl:3][c:4]1[cH:5][cH:6][c:7]([CH:10]([C:11](=[O:12])[O:13][CH3:14])[CH:15]2[CH2:16][CH2:17]2)[cH:8][cH:9]1.[Na+:2].[OH-:1].[OH2:18]>>[Cl:3][c:4]1[cH:5][cH:6][c:7]([CH:10]([C:11](=[O:12])[OH:13])[CH:15]2[CH2:16][CH2:17]2)[cH:8][cH:9]1.